describe an organic reaction: reactants, conditions, products, and yield From a dataset of the Open Reaction Database (ORD), a public repository of structured organic reaction records. Reactants: [N+](=O)([O-])C=1C=C(C=CC1O)C(C(=O)OCC)C (ethyl 2-(3-nitro-4-hydroxyphenyl)propionate), C(C=C)Br (allylbromide), C([O-])([O-])=O.[K+].[K+] (potassium carbonate). Run in CC(=O)C (acetone). Product: [N+](=O)([O-])C=1C=C(C=CC1OCC=C)C(C(=O)OCC)C (Ethyl 2-(3-nitro-4-allyloxyphenyl)propionate). As a reaction SMILES: [N+:1]([C:4]1[CH:5]=[C:6]([CH:11]([CH3:17])[C:12]([O:14][CH2:15][CH3:16])=[O:13])[CH:7]=[CH:8][C:9]=1[OH:10])([O-:3])=[O:2].[CH2:18](Br)[CH:19]=[CH2:20].C(=O)([O-])[O-].[K+].[K+]>CC(C)=O>[N+:1]([C:4]1[CH:5]=[C:6]([CH:11]([CH3:17])[C:12]([O:14][CH2:15][CH3:16])=[O:13])[CH:7]=[CH:8][C:9]=1[O:10][CH2:20][CH:19]=[CH2:18])([O-:3])=[O:2] |f:2.3.4|. Procedure details: A mixture of 2.39g of ethyl 2-(3-nitro-4-hydroxyphenyl)propionate, 1.45g of allylbromide and 1.65g of potassium carbonate in 20ml of acetone was refluxed for 4 hours. After cooling, the solvent was distilled under reduced pressure. The residue was dissolved in ethyl acetate and washed with water. After the solution was dried over magnesium sulfate, the solvent was distilled off. The thus obtained oily substance was purified by means of silica gel chromatography, to give the object compound in a ...